From a dataset of the Open Reaction Database (ORD), a public repository of structured organic reaction records. describe an organic reaction: reactants, conditions, products, and yield Yields the product Cc1cc2c(cc1C(F)(F)F)N(CC1CC1)CCCC2N(Cc1cc(C(F)(F)F)cc(C(F)(F)F)c1)c1nnn(CCN)n1. RXN SMILES: [CH3:58][OH:59].[F:1][C:2]([c:3]1[cH:4][c:5]([CH2:6][N:7]([c:8]2[n:9][n:10][n:11]([CH2:13][CH2:14][N:15]3[C:16](=[O:17])[c:18]4[c:19]([cH:20][cH:21][cH:22][cH:23]4)[C:24]3=[O:25])[n:12]2)[CH:26]2[c:27]3[c:28]([cH:37][c:38]([C:42]([F:43])([F:44])[F:45])[c:39]([CH3:41])[cH:40]3)[N:29]([CH2:33][CH:34]3[CH2:35][CH2:36]3)[CH2:30][CH2:31][CH2:32]2)[cH:46][c:47]([C:49]([F:50])([F:51])[F:52])[cH:48]1)([F:53])[F:54].[NH2:56][NH2:57].[OH2:55]>>[F:1][C:2]([c:3]1[cH:4][c:5]([CH2:6][N:7]([c:8]2[n:9][n:10][n:11]([CH2:13][CH2:14][NH2:15])[n:12]2)[CH:26]2[c:27]3[c:28]([cH:37][c:38]([C:42]([F:43])([F:44])[F:45])[c:39]([CH3:41])[cH:40]3)[N:29]([CH2:33][CH:34]3[CH2:35][CH2:36]3)[CH2:30][CH2:31][CH2:32]2)[cH:46][c:47]([C:49]([F:50])([F:51])[F:52])[cH:48]1)([F:53])[F:54]. The reactants are CO, Cc1cc2c(cc1C(F)(F)F)N(CC1CC1)CCCC2N(Cc1cc(C(F)(F)F)cc(C(F)(F)F)c1)c1nnn(CCN2C(=O)c3ccccc3C2=O)n1, NN, O. Reactants: COc1ccc(C=C2SC(=O)NC2=O)cc1, CCO, C1CCOC1. The product is COc1ccc(CC2SC(=O)NC2=O)cc1. Reaction SMILES: [CH3:1][O:2][c:3]1[cH:4][cH:5][c:6]([CH:9]=[C:10]2[C:11](=[O:16])[NH:12][C:13](=[O:15])[S:14]2)[cH:7][cH:8]1.[CH3:22][CH2:23][OH:24].[O:17]1[CH2:18][CH2:19][CH2:20][CH2:21]1>>[CH3:1][O:2][c:3]1[cH:4][cH:5][c:6]([CH2:9][CH:10]2[C:11](=[O:16])[NH:12][C:13](=[O:15])[S:14]2)[cH:7][cH:8]1.